This data is from the Open Reaction Database (ORD), a public repository of structured organic reaction records. The task is: describe an organic reaction: reactants, conditions, products, and yield Product: C(CCCCCCCCCCC)(=O)NC(N(C)CC(=O)O)=N (2-(3-dodecanoyl-1-methylguanidino)acetic acid). The reactants are C(CCCCCCCCCCCCCCCCCCCCC)(=O)Cl (docosanoyl chloride), C(CCCCCCCCCCCCCCCCCCCCC)(=O)Cl (docosanoyl chloride), C(CCCCCCCCCCCCCCCCCCCCC)(=O)Cl (docosanoyl chloride), O=C(O)CN(C)C(N)=N (creatine), C(CCCCCCCCCCCCCCCCCCCCC)(=O)Cl (docosanoyl chloride), N1=CC=CC=C1 (pyridine), C(=O)=O (dry ice). The solvent is ClCCl (dichloromethane), CC(=O)C (acetone). Procedure details: In a dry 3-necked, round bottomed flask, equipped with a magnetic stirrer, a thermometer, a nitrogen inlet tube and the dropping funnel containing the docosanoyl chloride solution, 12.59 g (96 mmol) of creatine is suspended, with stirring, in 100 ml of dry dichloromethane. To this suspension a catalytic amount (0.1 mmol) of pyridine is also added. The suspension is stirred in a dry ice and acetone bath to a temperature of between about −15° C. and 0° C. When the target temperature is reached the... RXN SMILES: [C:1](Cl)(=[O:23])[CH2:2][CH2:3][CH2:4][CH2:5][CH2:6][CH2:7][CH2:8][CH2:9][CH2:10][CH2:11][CH2:12]CCCCCCCCCC.[O:25]=[C:26]([CH2:28][N:29]([C:31](=[NH:33])[NH2:32])[CH3:30])[OH:27].N1C=CC=CC=1.C(=O)=O>ClCCl.CC(C)=O>[C:1]([NH:33][C:31](=[NH:32])[N:29]([CH2:28][C:26]([OH:27])=[O:25])[CH3:30])(=[O:23])[CH2:2][CH2:3][CH2:4][CH2:5][CH2:6][CH2:7][CH2:8][CH2:9][CH2:10][CH2:11][CH3:12]. Starting materials: BrC1=CC(=NC=C1)C (4-bromo-2-methylpyridine), C(CCC)[Li] (n-butyllithium), CON(C(CC1(CCCCC1)C1=CC=C(C=C1)OC)=O)C (N-methoxy-2-[1-(4-methoxy-phenyl)-cyclohexyl]-N-methyl-acetamide). The product is COC1=CC=C(C=C1)C1(CCCCC1)CC(=O)C1=CC(=NC=C1)C (2-[1-(4-Methoxy-phenyl)-cyclohexyl]-1-(2-methyl-pyridin-4-yl)-ethanone). RXN SMILES: Br[C:2]1[CH:7]=[CH:6][N:5]=[C:4]([CH3:8])[CH:3]=1.C([Li])CCC.CON(C)[C:17](=[O:33])[CH2:18][C:19]1([C:25]2[CH:30]=[CH:29][C:28]([O:31][CH3:32])=[CH:27][CH:26]=2)[CH2:24][CH2:23][CH2:22][CH2:21][CH2:20]1>>[CH3:32][O:31][C:28]1[CH:29]=[CH:30][C:25]([C:19]2([CH2:18][C:17]([C:2]3[CH:7]=[CH:6][N:5]=[C:4]([CH3:8])[CH:3]=3)=[O:33])[CH2:24][CH2:23][CH2:22][CH2:21][CH2:20]2)=[CH:26][CH:27]=1. Reported procedure: In analogy to example 151, step 1, 4-bromo-2-methylpyridine was reacted first with n-butyllithium and later with N-methoxy-2-[1-(4-methoxy-phenyl)-cyclohexyl]-N-methyl-acetamide to give the title compound as a light yellow oil, MS (ESI+): m/z=324.3 [M+H]+. The reactants are ClCCCOC1=CC=C(C(=O)C2=CC=CC=C2)C=C1 (4-(3-chloropropoxy)benzophenone), C(C)#N (acetonitrile), C(CCCCC)N (hexyl amine). Run at temperature 70 celsius, time 16 hour. Product: CCC(CCC)NCCCOC1=CC=C(C(=O)C2=CC=CC=C2)C=C1 (4-[(3-hexylamino)propoxy]benzophenone). Reaction SMILES: Cl[CH2:2][CH2:3][CH2:4][O:5][C:6]1[CH:19]=[CH:18][C:9]([C:10]([C:12]2[CH:17]=[CH:16][CH:15]=[CH:14][CH:13]=2)=[O:11])=[CH:8][CH:7]=1.[CH2:20](N)[CH2:21][CH2:22][CH2:23][CH2:24][CH3:25].C(#[N:29])C>>[CH3:20][CH2:21][CH:22]([NH:29][CH2:2][CH2:3][CH2:4][O:5][C:6]1[CH:19]=[CH:18][C:9]([C:10]([C:12]2[CH:17]=[CH:16][CH:15]=[CH:14][CH:13]=2)=[O:11])=[CH:8][CH:7]=1)[CH2:23][CH2:24][CH3:25]. Procedure details: 10 g (36 mmol) 4-(3-chloropropoxy)benzophenone was dissolved in 100 mL acetonitrile. 36.4 g (0.36 mol) n.-hexyl amine was added and the mixture was heated to 70° C. for 20 hours. The solvent was evaporated under reduced pressure. The oily residue was treated with 500 mL water. The mixture was acidified to pH=1 and stirred for 16 hours at room temperature. The precipitated compounds were isolated by filtration and washed with 200 mL 1 N HCl. The precipitate was treated with 200 mL 1 N NaOH. The m...